From a dataset of the Open Reaction Database (ORD), a public repository of structured organic reaction records. describe an organic reaction: reactants, conditions, products, and yield Starting materials: COc1cccc(N2CCNCC2)n1, O=C(NCc1ccc(F)cc1)C1(CCCCBr)c2ccccc2-c2ccccc21. Yields the product COc1cccc(N2CCN(CCCCC3(C(=O)NCc4ccc(F)cc4)c4ccccc4-c4ccccc43)CC2)n1. Reaction SMILES: [CH3:1][O:2][c:3]1[cH:4][cH:5][cH:6][c:7]([N:9]2[CH2:10][CH2:11][NH:12][CH2:13][CH2:14]2)[n:8]1.[F:15][c:16]1[cH:17][cH:18][c:19]([CH2:20][NH:21][C:22](=[O:23])[C:24]2([CH2:37][CH2:38][CH2:39][CH2:40][Br:41])[c:25]3[cH:26][cH:27][cH:28][cH:29][c:30]3-[c:31]3[cH:32][cH:33][cH:34][cH:35][c:36]32)[cH:42][cH:43]1>>[CH3:1][O:2][c:3]1[cH:4][cH:5][cH:6][c:7]([N:9]2[CH2:10][CH2:11][N:12]([CH2:40][CH2:39][CH2:38][CH2:37][C:24]3([C:22]([NH:21][CH2:20][c:19]4[cH:18][cH:17][c:16]([F:15])[cH:43][cH:42]4)=[O:23])[c:25]4[cH:26][cH:27][cH:28][cH:29][c:30]4-[c:31]4[cH:32][cH:33][cH:34][cH:35][c:36]43)[CH2:13][CH2:14]2)[n:8]1. Starting materials: COC(=O)c1cccc(C#N)c1C, ClC(Cl)(Cl)Cl, CC(C)(C#N)N=NC(C)(C)C#N, O=C1CCC(=O)N1Br. Product: COC(=O)c1cccc(C#N)c1CBr. Reaction SMILES: [C:1](#[N:2])[c:3]1[c:4]([CH3:13])[c:5]([C:6](=[O:7])[O:8][CH3:9])[cH:10][cH:11][cH:12]1.[Cl:34][C:35]([Cl:36])([Cl:37])[Cl:38].[N:22]#[C:23][C:24]([N:25]=[N:26][C:27]([C:28]#[N:29])([CH3:30])[CH3:31])([CH3:32])[CH3:33].[O:14]=[C:15]1[N:16]([Br:21])[C:17](=[O:18])[CH2:19][CH2:20]1>>[C:1](#[N:2])[c:3]1[c:4]([CH2:13][Br:21])[c:5]([C:6](=[O:7])[O:8][CH3:9])[cH:10][cH:11][cH:12]1. Reactants: C(C)OC1=C(C(=C(C=C1)C1=C2CCC(C2=CC=C1)=O)O)OC (4-(4-ethoxy-2-hydroxy-3-methoxyphenyl)-2,3-dihydro-1H-inden-1-one), C([O-])([O-])=O.[K+].[K+] (potassium carbonate), BrCC1(COC1)CO ((3-(bromomethyl)oxetan-3-yl)methanol). Solvent: C(C)#N (acetonitrile). Conditions: temperature 80 celsius. Yields the product C(C)OC1=C(C(=C(C=C1)C1=C2CCC(C2=CC=C1)=O)OCC1(COC1)CO)OC (4-(4-Ethoxy-2-((3-(hydroxymethyl)oxetan-3-yl)methoxy)-3-methoxyphenyl)-2,3-dihydro-1H-inden-1-one). The yield is 18.7%. RXN SMILES: [CH2:1]([O:3][C:4]1[CH:9]=[CH:8][C:7]([C:10]2[CH:18]=[CH:17][CH:16]=[C:15]3[C:11]=2[CH2:12][CH2:13][C:14]3=[O:19])=[C:6]([OH:20])[C:5]=1[O:21][CH3:22])[CH3:2].C(=O)([O-])[O-].[K+].[K+].Br[CH2:30][C:31]1([CH2:35][OH:36])[CH2:34][O:33][CH2:32]1>C(#N)C>[CH2:1]([O:3][C:4]1[CH:9]=[CH:8][C:7]([C:10]2[CH:18]=[CH:17][CH:16]=[C:15]3[C:11]=2[CH2:12][CH2:13][C:14]3=[O:19])=[C:6]([O:20][CH2:30][C:31]2([CH2:35][OH:36])[CH2:34][O:33][CH2:32]2)[C:5]=1[O:21][CH3:22])[CH3:2] |f:1.2.3|. Procedure: To a stirring solution of 4-(4-ethoxy-2-hydroxy-3-methoxyphenyl)-2,3-dihydro-1H-inden-1-one (80 mg, 0.268 mmol) in acetonitrile (7 mL) was added potassium carbonate (111 mg, 0.80 mmol) and (3-(bromomethyl)oxetan-3-yl)methanol (97 mg, 0.536 mmol) and the resultant reaction mixture was heated to 80° C. for 16 h. The reaction mixture was cooled to RT, filtered through celite and the filtrate was concentrated under reduced pressure. Purification of the residue by flash column chromatography (silica ... The reactants are CC(C)(OC(=O)N[C@@H]1C(N([C@H]1C)C(CC(=O)OC)=O)=O)C ((3S-trans)-3-[[(1,1-Dimethylethoxy)carbonyl]amino]-4-methyl-β,2-dioxo-1-azetidinepropionic acid, methyl ester). The solvent is ClCCl.FC(C(=O)O)(F)F (dichloromethane trifluoroacetic acid). Run at temperature -10 celsius, time 15 minute. The product is N[C@@H]1C(N([C@H]1C)C(CC(=O)OC)=O)=O ((3S-trans)-3-Amino-4-methyl-β,2-dioxo-1-azetidinepropionic acid, methyl ester). The yield is 155.0%. RXN SMILES: CC(C)(OC([NH:7][C@H:8]1[C@H:11]([CH3:12])[N:10]([C:13](=[O:19])[CH2:14][C:15]([O:17][CH3:18])=[O:16])[C:9]1=[O:20])=O)C>ClCCl.FC(F)(F)C(O)=O>[NH2:7][C@H:8]1[C@H:11]([CH3:12])[N:10]([C:13](=[O:19])[CH2:14][C:15]([O:17][CH3:18])=[O:16])[C:9]1=[O:20] |f:1.2|. Procedure: (3S-trans)-3-[[(1,1-Dimethylethoxy)carbonyl]amino]-4-methyl-β,2-dioxo-1-azetidinepropionic acid, methyl ester (0.3 g) was dissolved in 10 ml of dichloromethane/trifluoroacetic acid (7:3) and stirred for 15 minutes at -10° C. After evaporation and treatment with ether, 0.31 g of the title compound was obtained as a crystalline material, melting point 75° C. dec. The reactants are C1(CCC1)N1CCC2=C(CC1)C=C(C=C2)OC2CCNCC2 (3-cyclobutyl-7-(piperidin-4-yloxy)-2,3,4,5-tetrahydro-1H-benzo[d]azepine), CCN(CC)CC1=CC=CC=C1.C=CC1=CC=CC=C1.C=CC1=CC=C(C=C1)C=C (diethylaminomethyl polystyrene), C1(CCCC1)C(=O)Cl (Cyclopentane carbonyl chloride). The solvent is ClCCl (dichloromethane). Conditions: time 16 hour. The product is C1(CCC1)N1CCC2=C(CC1)C=C(C=C2)OC2CCN(CC2)C(=O)C2CCCC2 (1-[4-(3-Cyclobutyl-2,3,4,5-tetrahydro-1H-benzo[d]azepin-7-yloxy)-piperidin-1-yl]-1-cyclopentyl-methanone). As a reaction SMILES: [CH:1]1([N:5]2[CH2:11][CH2:10][C:9]3[CH:12]=[C:13]([O:16][CH:17]4[CH2:22][CH2:21][NH:20][CH2:19][CH2:18]4)[CH:14]=[CH:15][C:8]=3[CH2:7][CH2:6]2)[CH2:4][CH2:3][CH2:2]1.CCN(CC1C=CC=CC=1)CC.C=CC1C=CC=CC=1.C=CC1C=CC(C=C)=CC=1.[CH:53]1([C:58](Cl)=[O:59])[CH2:57][CH2:56][CH2:55][CH2:54]1>ClCCl>[CH:1]1([N:5]2[CH2:11][CH2:10][C:9]3[CH:12]=[C:13]([O:16][CH:17]4[CH2:22][CH2:21][N:20]([C:58]([CH:53]5[CH2:57][CH2:56][CH2:55][CH2:54]5)=[O:59])[CH2:19][CH2:18]4)[CH:14]=[CH:15][C:8]=3[CH2:7][CH2:6]2)[CH2:2][CH2:3][CH2:4]1 |f:1.2.3|. Reported procedure: 3-Cyclobutyl-7-(piperidin-4-yloxy)-2,3,4,5-tetrahydro-1H-benzo[d]azepine (E6) (150 mg, 0.5 mmol) was stirred in dichloromethane (5 ml) with diethylaminomethyl polystyrene (3.2 mmol/g, 625 mg, 2 mmol). Cyclopentane carbonyl chloride (80 μl, 0.6 mmol) was added and the mixture stirred at room temperature for 16 hours. The resin was filtered, washed with dichloromethane and the filtrate concentrated in vacuo. The residue was purified by column chromatography eluting with dichloromethane then a mixt... Reactants: C(=O)(OC(C)(C)C)N(S(=O)(=O)C1=CC=C(C=C1)C1=CC=C(C=C1)OC(F)(F)F)CC1=C(C2=CC=CC=C2C=C1)Br (N-Boc-N-[(1-bromo-2-naphthalenyl)methyl]-4′-(trifluoromethoxy)-[1,1′-biphenyl]-4-sulfonamide), C(C)(C)(C)[Li] (tert-butyllithium), CC(=O)O (HOAc). Solvent: C1CCOC1 (THF). Conditions: time 30 minute. The product is FC(OC1=CC=C(C=C1)C1=CC=C(C=C1)S(=O)(=O)NCC1=C(C2=CC=CC=C2C=C1)C(=O)OC(C)(C)C)(F)F (1,1-dimethylethyl 2-[[[[4′-(trifluoromethoxy)[1,1′-biphenyl]-4-yl]sulfonyl]amino]methyl]-1-naphthalenecarboxylate). The yield is 85.9%. RXN SMILES: C([N:8]([CH2:29][C:30]1[CH:39]=[CH:38][C:37]2[C:32](=[CH:33][CH:34]=[CH:35][CH:36]=2)[C:31]=1Br)[S:9]([C:12]1[CH:17]=[CH:16][C:15]([C:18]2[CH:23]=[CH:22][C:21]([O:24][C:25]([F:28])([F:27])[F:26])=[CH:20][CH:19]=2)=[CH:14][CH:13]=1)(=[O:11])=[O:10])(OC(C)(C)C)=O.[C:41]([Li])([CH3:44])([CH3:43])[CH3:42].C[C:47]([OH:49])=[O:48]>C1COCC1>[F:26][C:25]([F:28])([F:27])[O:24][C:21]1[CH:20]=[CH:19][C:18]([C:15]2[CH:16]=[CH:17][C:12]([S:9]([NH:8][CH2:29][C:30]3[CH:39]=[CH:38][C:37]4[C:32](=[CH:33][CH:34]=[CH:35][CH:36]=4)[C:31]=3[C:47]([O:49][C:41]([CH3:44])([CH3:43])[CH3:42])=[O:48])(=[O:10])=[O:11])=[CH:13][CH:14]=2)=[CH:23][CH:22]=1. Procedure: To a solution of Example 9D (1.50 g, 2.36 mmol) in THF (25 mL) under N2 at −78° C. was added tert-butyllithium (1.7 M in pentane, 3.0 mL, 5.10 mmol). The resulting reddish-purple solution was stirred for 30 minutes at the same temperature and then quenched with HOAc (0.56 mL, 9.77 mmol) and warmed to RT. The solvent was removed and the resulting oil was dissolved in ethyl acetate (100 mL), washed with H2O and brine, dried (Na2SO4), filtered, and concentrated. Purification on silica gel with a gr... Reactants: OC=1C=C(C(=O)O)C=CC1C (3-hydroxy-4-methylbenzoic acid), S(O)(O)(=O)=O (sulfuric acid), C(C)O (ethanol), C([O-])(O)=O.[Na+] (sodium bicarbonate). Product: C(C)OC(C1=CC(=C(C=C1)C)O)=O (3-hydroxy-4-methyl-benzoic acid ethyl ester). RXN SMILES: [OH:1][C:2]1[CH:3]=[C:4]([CH:8]=[CH:9][C:10]=1[CH3:11])[C:5]([OH:7])=[O:6].S(=O)(=O)(O)O.C(=O)(O)[O-].[Na+].[CH2:22](O)[CH3:23]>>[CH2:22]([O:6][C:5](=[O:7])[C:4]1[CH:8]=[CH:9][C:10]([CH3:11])=[C:2]([OH:1])[CH:3]=1)[CH3:23] |f:2.3|. Reported procedure: A mixture of 3-hydroxy-4-methylbenzoic acid (25.42 g, 167 mmol) (TCI US) and concentrated sulfuric acid (3 mL) in absolute ethanol (180 mL) was heated at reflux for 20 hours. After cooling, solid sodium bicarbonate (10 g) was added to neutralize the acid. Mixture was partitioned between diethyl ether (2×400 mL) and water (2×300 mL). Organic layers were washed with brine (300 mL), combined, dried (MgSO4), filtered, and concentrated. Residue was recrystallized from hexanes to give 3-hydroxy-4-meth...